Task: describe an organic reaction: reactants, conditions, products, and yield. Dataset: the Open Reaction Database (ORD), a public repository of structured organic reaction records Starting materials: N1=CC=CC=C1 (pyridine), O(C1=CC=CC=C1)C1CN(CC1)C(=O)Cl (3-phenoxy-1-pyrrolidinecarbonyl chloride), CN(CCN)C (N,N-dimethylethylenediamine). Solvent: O1CCCC1 (tetrahydrofuran). Run at time 2 hour. The product is CN(CCNC(=O)N1CC(CC1)OC1=CC=CC=C1)C (N-[2-(Dimethylamino)ethyl]-3-phenoxy-1-pyrrolidinecarboxamide). Isolated yield 16.8%. As a reaction SMILES: [O:1]([CH:8]1[CH2:12][CH2:11][N:10]([C:13](Cl)=[O:14])[CH2:9]1)[C:2]1[CH:7]=[CH:6][CH:5]=[CH:4][CH:3]=1.N1C=CC=CC=1.[CH3:22][N:23]([CH3:27])[CH2:24][CH2:25][NH2:26]>O1CCCC1>[CH3:22][N:23]([CH3:27])[CH2:24][CH2:25][NH:26][C:13]([N:10]1[CH2:11][CH2:12][CH:8]([O:1][C:2]2[CH:7]=[CH:6][CH:5]=[CH:4][CH:3]=2)[CH2:9]1)=[O:14]. Procedure: A stirred solution of 0.088 mole of crude 3-phenoxy-1-pyrrolidinecarbonyl chloride in 100 ml of tetrahydrofuran was cooled to 0° C., treated with 7 g (0.088 mole) of pyridine (to remove any benzyl chloride contaminant), warmed to ambient temperature (1 hr.) and treated with 15.5 g (0.176 mole) of N,N-dimethylethylenediamine at a rapid drop rate. The reaction was slightly exothermic and after 2 hours, the mixture was filtered to remove a fine silvery precipitate (hydrochloride of the diamine) and...